From a dataset of the Open Reaction Database (ORD), a public repository of structured organic reaction records. describe an organic reaction: reactants, conditions, products, and yield Reactants: Cl.C1(=CC=CC=C1)CS[C@H]1C[C@H](NC1)C(=O)O (cis-4-[(phenylmethyl) thio]-L-proline, hydrochloride), S(=O)(Cl)Cl (thionyl chloride), CO (methanol). Product: Cl.C1(=CC=CC=C1)CS[C@H]1C[C@H](NC1)C(=O)OC (cis-4-[(phenylmethyl) thio]-L-proline, methyl ester, hydrochloride). Reaction SMILES: Cl.[C:2]1([CH2:8][S:9][C@@H:10]2[CH2:14][NH:13][C@H:12]([C:15]([OH:17])=[O:16])[CH2:11]2)[CH:7]=[CH:6][CH:5]=[CH:4][CH:3]=1.S(Cl)([Cl:20])=O.[CH3:22]O>>[ClH:20].[C:2]1([CH2:8][S:9][C@@H:10]2[CH2:14][NH:13][C@H:12]([C:15]([O:17][CH3:22])=[O:16])[CH2:11]2)[CH:3]=[CH:4][CH:5]=[CH:6][CH:7]=1 |f:0.1,4.5|. Procedure: A solution of cis-4-[(phenylmethyl) thio]-L-proline, hydrochloride in methanol is treated with thionyl chloride according to the procedure of Example 95(e) to yield cis-4-[(phenylmethyl) thio]-L-proline, methyl ester, hydrochloride. Starting materials: [Br-], C1CCOC1, C1CCOC1, COc1cc(Nc2nc3n(n2)CCCCC3=O)ccc1-n1cnc(Cl)c1, Fc1ccc([Mg+])cc1. Yields the product COc1cc(Nc2nc3n(n2)CCCCC3(O)c2ccc(F)cc2)ccc1-n1cnc(Cl)c1. As a reaction SMILES: [Br-:27].[CH2:36]1[O:37][CH2:38][CH2:39][CH2:40]1.[CH2:41]1[O:42][CH2:43][CH2:44][CH2:45]1.[Cl:1][c:2]1[n:3][cH:4][n:5](-[c:7]2[c:8]([O:25][CH3:26])[cH:9][c:10]([NH:13][c:14]3[n:15][n:16]4[c:17]([n:24]3)[C:18](=[O:23])[CH2:19][CH2:20][CH2:21][CH2:22]4)[cH:11][cH:12]2)[cH:6]1.[F:28][c:29]1[cH:30][cH:31][c:32]([Mg+:35])[cH:33][cH:34]1>>[Cl:1][c:2]1[n:3][cH:4][n:5](-[c:7]2[c:8]([O:25][CH3:26])[cH:9][c:10]([NH:13][c:14]3[n:15][n:16]4[c:17]([n:24]3)[C:18]([OH:23])([c:32]3[cH:31][cH:30][c:29]([F:28])[cH:34][cH:33]3)[CH2:19][CH2:20][CH2:21][CH2:22]4)[cH:11][cH:12]2)[cH:6]1. The reactants are CCO, CCOC(=O)c1cc(F)ccc1CBr, Oc1cccc(F)c1, [Na], O. The product is CCOC(=O)c1cc(F)ccc1COc1cccc(F)c1. RXN SMILES: [CH3:25][CH2:26][OH:27].[F:10][c:11]1[cH:12][cH:13][c:14]([CH2:22][Br:23])[c:15]([C:16](=[O:17])[O:18][CH2:19][CH3:20])[cH:21]1.[F:2][c:3]1[cH:4][c:5]([OH:9])[cH:6][cH:7][cH:8]1.[Na:1].[OH2:24]>>[F:2][c:3]1[cH:4][c:5]([O:9][CH2:22][c:14]2[cH:13][cH:12][c:11]([F:10])[cH:21][c:15]2[C:16](=[O:17])[O:18][CH2:19][CH3:20])[cH:6][cH:7][cH:8]1. Reactants: C(=O)(OC(C)(C)C)N1[C@H](C(=O)O)C[C@H](C1)O ((2S,4R)—N-Boc-4-hydroxyproline), ClC1=NC2=CC=CC=C2N=C1C=1SC=CC1 (2-chloro-3-(thiophen-2-yl)quinoxaline), CC(C)([O-])C.[Na+] (sodium t-butoxide), CN1CCCC1=O (NMP). Product: C(C)(C)(C)OC(=O)N1[C@@H](C[C@H](C1)OC1=NC2=CC=CC=C2N=C1C=1SC2=C(N1)C=CC=C2)C(=O)O ((2S,4R)-1-(tert-butoxycarbonyl)-4-(3-(benzo[d]thiazol-2-yl)quinoxalin-2-yloxy)pyrrolidine-2-carboxylic acid). As a reaction SMILES: [C:1]([N:8]1[CH2:15][C@H:14]([OH:16])[CH2:13][C@H:9]1[C:10]([OH:12])=[O:11])([O:3][C:4]([CH3:7])([CH3:6])[CH3:5])=[O:2].Cl[C:18]1[C:27]([C:28]2[S:29][CH:30]=[CH:31][CH:32]=2)=[N:26][C:25]2[C:20](=[CH:21][CH:22]=[CH:23][CH:24]=2)[N:19]=1.CC(C)([O-])C.[Na+].C[N:40]1C(=O)[CH2:43][CH2:42][CH2:41]1>>[C:4]([O:3][C:1]([N:8]1[CH2:15][C@H:14]([O:16][C:18]2[C:27]([C:28]3[S:29][C:30]4[CH:31]=[CH:32][CH:43]=[CH:42][C:41]=4[N:40]=3)=[N:26][C:25]3[C:20](=[CH:21][CH:22]=[CH:23][CH:24]=3)[N:19]=2)[CH2:13][C@H:9]1[C:10]([OH:12])=[O:11])=[O:2])([CH3:7])([CH3:6])[CH3:5] |f:2.3|. Reported procedure: (2S,4R)—N-Boc-4-hydroxyproline can be reacted with 2-chloro-3-(thiophen-2-yl)quinoxaline in NMP, in the presence of sodium t-butoxide, to produce (2S,4R)-1-(tert-butoxycarbonyl)-4-(3-(benzo[d]thiazol-2-yl)quinoxalin-2-yloxy)pyrrolidine-2-carboxylic acid. Methyl tertiary butyl ether (MTBE) and water can then be added. The aqueous layer is separated, washed, and then HCl is added, followed by extraction with MTBE. The extracted product can be mixed with diisopropylethylamine (DIPEA) and HATU (CAS ... Starting materials: N1(CCCC1)CCN (2-pyrrolidin-1-yl-ethylamine), CC1(OB(OC1(C)C)C1=CC=C(C(=O)O)C=C1)C (4-(4,4,5,5-Tetramethyl-[1,3,2]dioxaborolan-2-yl)-benzoic acid), C(CCl)Cl (EDC), C=1C=CC2=C(C1)N=NN2O (HOBt), C(C)(C)N(CC)C(C)C (diisopropylethylamine). Solvent: C(Cl)Cl (DCM), CCOC(=O)C (EtOAc). Run at time 0.5 hour. Yields the product N1(CCCC1)CCNC(C1=CC=C(C=C1)B1OC(C(O1)(C)C)(C)C)=O (N-(2-Pyrrolidin-1-yl-ethyl)-4-(4,4,5,5-tetramethyl-[1,3,2]dioxaborolan-2-yl)-benzamide). Isolated yield 66.8%. RXN SMILES: [CH3:1][C:2]1([CH3:18])[C:6]([CH3:8])([CH3:7])[O:5][B:4]([C:9]2[CH:17]=[CH:16][C:12]([C:13]([OH:15])=O)=[CH:11][CH:10]=2)[O:3]1.C(Cl)CCl.C1C=CC2N(O)N=NC=2C=1.C(N(C(C)C)CC)(C)C.[N:42]1([CH2:47][CH2:48][NH2:49])[CH2:46][CH2:45][CH2:44][CH2:43]1>C(Cl)Cl.CCOC(C)=O>[N:42]1([CH2:47][CH2:48][NH:49][C:13](=[O:15])[C:12]2[CH:11]=[CH:10][C:9]([B:4]3[O:5][C:6]([CH3:7])([CH3:8])[C:2]([CH3:1])([CH3:18])[O:3]3)=[CH:17][CH:16]=2)[CH2:46][CH2:45][CH2:44][CH2:43]1. Reported procedure: To a solution of 4-(4,4,5,5-Tetramethyl-[1,3,2]dioxaborolan-2-yl)-benzoic acid (248.1 mg, 1 mmol), EDC (191.7 mg, 1 mmol) and HOBt (135.1 mg, 1 mmol) in DCM (3 mL), was added diisopropylethylamine (DIEA) (0.26 ml, 1.5 mmol). After stirring vigorously for 0.5 hours, 2-pyrrolidin-1-yl-ethylamine (0.15 ml, 1.2 mmol) was added. The mixture was stirred overnight, diluted with EtOAc (20 ml) and washed twice with brine. The organic layer was dried with sodium sulfate and concentrated to provide the cru... Reactants: [N+](=O)([O-])C=1C=C2C=CN(C2=CC1)CC(=O)O ((5-nitro-1H-indol-1-yl)acetic acid), C(C)OC([C@@H](N)CC1=CC=CC=C1)=O (L-phenylalanine ethyl ester). Yields the product [N+](=O)([O-])C=1C=C2C=CN(C2=CC1)CC(=O)N[C@@H](CC1=CC=CC=C1)C(=O)OCC (Ethyl N-[(5-nitro-1H-indol-1-yl)acetyl]-L-phenylalaninate). Reaction SMILES: [N+:1]([C:4]1[CH:5]=[C:6]2[C:10](=[CH:11][CH:12]=1)[N:9]([CH2:13][C:14]([OH:16])=O)[CH:8]=[CH:7]2)([O-:3])=[O:2].[CH2:17]([O:19][C:20](=[O:30])[C@H:21]([CH2:23][C:24]1[CH:29]=[CH:28][CH:27]=[CH:26][CH:25]=1)[NH2:22])[CH3:18]>>[N+:1]([C:4]1[CH:5]=[C:6]2[C:10](=[CH:11][CH:12]=1)[N:9]([CH2:13][C:14]([NH:22][C@H:21]([C:20]([O:19][CH2:17][CH3:18])=[O:30])[CH2:23][C:24]1[CH:29]=[CH:28][CH:27]=[CH:26][CH:25]=1)=[O:16])[CH:8]=[CH:7]2)([O-:3])=[O:2]. Procedure details: Ethyl N-[(5-nitro-1H-indol-1-yl)acetyl]-L-phenylalaninate was prepared from (5-nitro-1H-indol-1-yl)acetic acid and L-phenylalanine ethyl ester following the procedure of Example 10 Step 3: MS (ESI) m/z 396; MS (ESI) m/z 394. Starting materials: C(C)O\C(\C(=O)OCC)=C/C1=CC=C(C=C1)C1=CC(=CC=C1)N(C(=O)OC1=CC=C(C=C1)[N+](=O)[O-])C (ethyl (Z)-2-ethoxy-3-{3′-[methyl-(4-nitrophenoxycarbonyl)amino]biphenyl-4-yl}acrylate), C(CC1=CC=CC=C1)N (phenethylamine), O (water). The solvent is CN(C=O)C (dimethylformamide). Product: C(C)O\C(\C(=O)OCC)=C/C1=CC=C(C=C1)C1=CC(=CC=C1)N(C(=O)NCCC1=CC=CC=C1)C (ethyl (Z)-2-ethoxy-3-[3′-(1-methyl-3-phenethylureido)biphenyl-4-yl]acrylate). Isolated yield 49.4%. RXN SMILES: [CH2:1]([O:3]/[C:4](=[CH:10]\[C:11]1[CH:16]=[CH:15][C:14]([C:17]2[CH:22]=[CH:21][CH:20]=[C:19]([N:23]([CH3:36])[C:24](OC3C=CC([N+]([O-])=O)=CC=3)=[O:25])[CH:18]=2)=[CH:13][CH:12]=1)/[C:5]([O:7][CH2:8][CH3:9])=[O:6])[CH3:2].[CH2:37]([NH2:45])[CH2:38][C:39]1[CH:44]=[CH:43][CH:42]=[CH:41][CH:40]=1.O>CN(C)C=O>[CH2:1]([O:3]/[C:4](=[CH:10]\[C:11]1[CH:16]=[CH:15][C:14]([C:17]2[CH:22]=[CH:21][CH:20]=[C:19]([N:23]([CH3:36])[C:24]([NH:45][CH2:37][CH2:38][C:39]3[CH:44]=[CH:43][CH:42]=[CH:41][CH:40]=3)=[O:25])[CH:18]=2)=[CH:13][CH:12]=1)/[C:5]([O:7][CH2:8][CH3:9])=[O:6])[CH3:2]. Procedure: A solution of 1.75 g (3 mmol) of ethyl (Z)-2-ethoxy-3-{3′-[methyl-(4-nitrophenoxycarbonyl)amino]biphenyl-4-yl}acrylate, 0.46 mL (3.7 mmol) of phenethylamine, in 20 mL of dimethylformamide is heated at 80° C. for 2 hours. After addition of water, the reaction medium is extracted with ethyl acetate, washed with water, dried over magnesium sulfate, filtered and evaporated. The residue obtained is purified by chromatography on a column of silica eluted with a 70/30 heptane/ethyl acetate mixture. 0.7... Yields the product Nc1ccc(-c2ccc(C(=O)N3CCCC3CN3CCCC3)cc2)cn1. Reactants: Nc1ccc(I)cn1, CC1(C)OB(c2ccc(C(=O)N3CCCC3CN3CCCC3)cc2)OC1(C)C. RXN SMILES: [I:1][c:2]1[cH:3][cH:4][c:5]([NH2:8])[n:6][cH:7]1.[N:9]1([CH2:14][CH:15]2[N:16]([C:20](=[O:21])[c:22]3[cH:23][cH:24][c:25]([B:28]4[O:29][C:30]([CH3:31])([CH3:32])[C:33]([CH3:34])([CH3:35])[O:36]4)[cH:26][cH:27]3)[CH2:17][CH2:18][CH2:19]2)[CH2:10][CH2:11][CH2:12][CH2:13]1>>[c:2]1(-[c:25]2[cH:24][cH:23][c:22]([C:20]([N:16]3[CH:15]([CH2:14][N:9]4[CH2:10][CH2:11][CH2:12][CH2:13]4)[CH2:19][CH2:18][CH2:17]3)=[O:21])[cH:27][cH:26]2)[cH:3][cH:4][c:5]([NH2:8])[n:6][cH:7]1. Reactants: COC(C=C)=O (acrylic acid methyl ester), NCCC1OC2=CC=CC=C2CC1 (2-(2-aminoethyl)chroman). Run in CO (methanol). Reaction conditions: time 16 hour. Yields the product O1C(CCC2=CC=CC=C12)CCNCCC(=O)OC (N-[2-(chroman-2-yl)ethyl]-N-(2-methoxycarbonylethyl)-amine). The yield is 55.3%. RXN SMILES: [CH3:1][O:2][C:3](=[O:6])[CH:4]=[CH2:5].[NH2:7][CH2:8][CH2:9][CH:10]1[CH2:19][CH2:18][C:17]2[C:12](=[CH:13][CH:14]=[CH:15][CH:16]=2)[O:11]1>CO>[O:11]1[C:12]2[C:17](=[CH:16][CH:15]=[CH:14][CH:13]=2)[CH2:18][CH2:19][CH:10]1[CH2:9][CH2:8][NH:7][CH2:5][CH2:4][C:3]([O:2][CH3:1])=[O:6]. Reported procedure: 3.01 g (35 mmol) of acrylic acid methyl ester are added at 0°-5°, while stirring, to a solution of 6.2 g (35 mmol) of 2-(2-aminoethyl)chroman in 200 ml of methanol. Stirring is continued for a further 16 hours at 0°-5° and the mixture is then concentrated by evaporation in vacuo. 8.76 g (95.2%) of crude product are obtained and are chromatographed on 250 g of silica gel (0.040-0.063 mm) using ethyl acetate as the eluant. 5.10 g (55.4%) of N-[2-(chroman-2-yl)ethyl]-N-(2-methoxycarbonylethyl)-amin...